From a dataset of the Open Reaction Database (ORD), a public repository of structured organic reaction records. describe an organic reaction: reactants, conditions, products, and yield Reactants: BrC=1C=C(C(=O)OC)C=C(C1)S(=O)(=O)C (methyl 3-bromo-5-(methylsulfonyl)benzoate), B(C=1C=CC(=CC1)C)(O)O (p-tolylboronic acid), C1(=CC=CC=C1)C (toluene), C([O-])([O-])=O.[Cs+].[Cs+] (cesium carbonate). Reagents/catalysts: [Pd].C1(=CC=CC=C1)P(C1=CC=CC=C1)C1=CC=CC=C1.C1(=CC=CC=C1)P(C1=CC=CC=C1)C1=CC=CC=C1.C1(=CC=CC=C1)P(C1=CC=CC=C1)C1=CC=CC=C1.C1(=CC=CC=C1)P(C1=CC=CC=C1)C1=CC=CC=C1 (tetrakis(triphenylphosphine)-palladium(0)). The solvent is O (water). Product: CC1=CC=C(C=C1)C1=CC(=CC(=C1)S(=O)(=O)C)C(=O)OC (Methyl 4′-methyl-5-(methylsulfonyl)biphenyl-3-carboxylate). As a reaction SMILES: Br[C:2]1[CH:3]=[C:4]([CH:9]=[C:10]([S:12]([CH3:15])(=[O:14])=[O:13])[CH:11]=1)[C:5]([O:7][CH3:8])=[O:6].B(O)(O)[C:17]1[CH:18]=[CH:19][C:20]([CH3:23])=[CH:21][CH:22]=1.C1(C)C=CC=CC=1.C(=O)([O-])[O-].[Cs+].[Cs+]>[Pd].C1(P(C2C=CC=CC=2)C2C=CC=CC=2)C=CC=CC=1.C1(P(C2C=CC=CC=2)C2C=CC=CC=2)C=CC=CC=1.C1(P(C2C=CC=CC=2)C2C=CC=CC=2)C=CC=CC=1.C1(P(C2C=CC=CC=2)C2C=CC=CC=2)C=CC=CC=1.O>[CH3:23][C:20]1[CH:21]=[CH:22][C:17]([C:2]2[CH:11]=[C:10]([S:12]([CH3:15])(=[O:14])=[O:13])[CH:9]=[C:4]([C:5]([O:7][CH3:8])=[O:6])[CH:3]=2)=[CH:18][CH:19]=1 |f:3.4.5,6.7.8.9.10|. Procedure: To a mixture of methyl 3-bromo-5-(methylsulfonyl)benzoate (0.65 g, 2.2 mmol), p-tolylboronic acid (0.332 g, 2.44 mmol), toluene (10 mL), cesium carbonate (0.795 g, 2.44 mmol), and water (1 mL) under argon was added tetrakis(triphenylphosphine)-palladium(0) (128 mg, 0.111 mmol). The mixture was heated under reflux for 15 h. After cooling, the mixture was filtered through Celite and the filter cake was washed with EtOAc. The filtrate was washed with brine, dried (Na2SO4), and concentrated. The res... The reactants are C(C#C)[C@]12CCC(C=C1CC[C@H]1[C@@H]3CCC([C@@]3(C)CC[C@H]21)=O)=O (10-(2-propynyl)estr-4-ene-3,17-dione), C1(=C(C(=O)C(=C(C1=O)Cl)Cl)Cl)Cl (chloranil). Solvent: C(C)(C)(C)O (tert-butyl alcohol), C(C)(=O)OCC (ethyl acetate). Product: C(C#C)[C@]12CCC(C=C1C=C[C@H]1[C@@H]3CCC([C@@]3(C)CC[C@H]21)=O)=O (10-(2-propynyl)estra-4,6-diene-3,17-dione). RXN SMILES: [CH2:1]([C@@:4]12[C@@H:21]3[C@H:12]([C@H:13]4[C@@:17]([CH2:19][CH2:20]3)([CH3:18])[C:16](=[O:22])[CH2:15][CH2:14]4)[CH2:11][CH2:10][C:9]1=[CH:8][C:7](=[O:23])[CH2:6][CH2:5]2)[C:2]#[CH:3].C1(Cl)C(=O)C(Cl)=C(Cl)C(=O)C=1Cl>C(O)(C)(C)C.C(OCC)(=O)C>[CH2:1]([C@@:4]12[C@@H:21]3[C@H:12]([C@H:13]4[C@@:17]([CH2:19][CH2:20]3)([CH3:18])[C:16](=[O:22])[CH2:15][CH2:14]4)[CH:11]=[CH:10][C:9]1=[CH:8][C:7](=[O:23])[CH2:6][CH2:5]2)[C:2]#[CH:3]. Reported procedure: A mixture of 250 mg of 10-(2-propynyl)estr-4-ene-3,17-dione, and 460 mg of chloranil in 17 ml of tert-butyl alcohol is heated at reflux temperature for 3 hours. The mixture is diluted with ethyl acetate and filtered and the filtrate is washed with aqueous 1 N sodium hydroxide and with brine, and dried. The solvent is then evaporated and the residue is chromatographed on silica gel using ethyl acetate-hexane to give 10-(2-propynyl)estra-4,6-diene-3,17-dione. This compound has the following struct... Starting materials: [OH-].[Na+] (sodium hydroxide), C1=C(C=CC=2CCCCC12)C(CC)=O (1-(5,6,7,8-tetrahydro-naphthalen-2-yl)-propan-1-one), C1N2CN3CN1CN(C2)C3 (hexamethylenetetramine), C(C)(=O)OC(C)=O (acetic anhydride), S(O)(O)(=O)=O (sulfuric acid), C=1CC(C=C2C=CC=CC12)=O (naphthalen-3-one). Solvent: C(C)(=O)OCC (ethyl acetate), O (water). Conditions: temperature 80 celsius, time 23 hour. Yields the product CC1CC=2C(=CC=3CCCCC3C2)C1=O (2-Methyl-2,3,5,6,7,8-hexahydro-cyclopenta[b]naphthalen-1-one). Reaction SMILES: [CH:1]1[C:10]2[CH2:9][CH2:8][CH2:7][CH2:6][C:5]=2[CH:4]=[CH:3][C:2]=1[C:11](=[O:14])[CH2:12][CH3:13].[CH2:15]1N2CN3CN(C2)CN1C3.C(OC(=O)C)(=O)C.[OH-].[Na+].S(=O)(=O)(O)O.C1CC(=O)C=C2C=1C=CC=C2>O.C(OCC)(=O)C>[CH3:13][CH:12]1[C:11](=[O:14])[C:2]2=[CH:1][C:10]3[CH2:9][CH2:8][CH2:7][CH2:6][C:5]=3[CH:4]=[C:3]2[CH2:15]1 |f:3.4|. Reported procedure: According to the procedure of Bhattacharya et. al (Synth. Commun 1996., 26, 1775-1784.) a mixture of 1-(5,6,7,8-tetrahydro-naphthalen-2-yl)-propan-1-one (37.6 g), hexamethylenetetramine (44.9 g) and acetic anhydride (38.8 mL) is heated with stirring at 80° C. for 23 hours. The mixture is allowed to cool, and added slowly to a stirred mixture of ethyl acetate (200 mL) and aqueous sodium hydroxide (200 mL, 2M). The organic layer is separated, washed with aqueous HCl, brine, and dried (Na2SO4). The... Reported procedure: A mixture comprising N-(2-bromo-4-fluorophenyl)acetamide (1 g, 4.31 mmol), cyclopropylboronic acid (0.481 g, 5.60 mmol), tricyclohexylphosphine (0.121 g, 0.431 mmol), potassium phosphate (tribasic) (3.20 g, 15.08 mmol), toluene (10 ml) and water (10 ml) was equally divided between two 10-20 ml microwave tubes. Each reaction tube was sealed, evacuated and filled with nitrogen (3×) and placed in the microwave at 100° C. for 6 hrs. The contents of the vials were combined, diluted with EtOAc and the... The reactants are two, BrC1=C(C=CC(=C1)F)NC(C)=O (N-(2-bromo-4-fluorophenyl)acetamide), P(=O)([O-])([O-])[O-].[K+].[K+].[K+] (potassium phosphate), C1(CC1)B(O)O (cyclopropylboronic acid), C1(CCCCC1)P(C1CCCCC1)C1CCCCC1 (tricyclohexylphosphine). Solvent: C1(=CC=CC=C1)C (toluene), O (water). As a reaction SMILES: Br[C:2]1[CH:7]=[C:6]([F:8])[CH:5]=[CH:4][C:3]=1[NH:9][C:10](=[O:12])[CH3:11].[CH:13]1(B(O)O)[CH2:15][CH2:14]1.C1(P(C2CCCCC2)C2CCCCC2)CCCCC1.P([O-])([O-])([O-])=O.[K+].[K+].[K+]>O.C1(C)C=CC=CC=1>[CH:13]1([C:2]2[CH:7]=[C:6]([F:8])[CH:5]=[CH:4][C:3]=2[NH:9][C:10](=[O:12])[CH3:11])[CH2:15][CH2:14]1 |f:3.4.5.6|. Conditions: time 6 hour. The product is C1(CC1)C1=C(C=CC(=C1)F)NC(C)=O (N-(2-Cyclopropyl-4-fluorophenyl)acetamide). Starting materials: 4-(1-methyl-2-acetoxyvinyl)azetidinone-2, C(C)(=O)OC=C(C=C)C (1-acetoxy-2-methylbutadiene), intermediate 2, ClS(=O)(=O)N=C=O (chlorosulphonyl isocyanate), acyloxybutadiene. Solvent: C(C)OCC (diethyl ether). Yields the product CC(COC(C)=O)C1CC(N1)=O (4-(1-methyl-2-acetoxyethyl)-2-azetidinone). Reaction SMILES: ClS([N:5]=[C:6]=[O:7])(=O)=O.[C:8]([O:11][CH:12]=[C:13]([CH3:16])[CH:14]=[CH2:15])(=[O:10])[CH3:9]>C(OCC)C>[CH3:16][CH:13]([CH:14]1[NH:5][C:6](=[O:7])[CH2:15]1)[CH2:12][O:11][C:8](=[O:10])[CH3:9]. Procedure: In words relative to the above diagram for the preparation of 1, the 4-(1-methyl-2-acetoxyvinyl)azetidinone-2-one (3') is prepared by reacting chlorosulphonyl isocyanate and an acyloxybutadiene (1') such as 1-acetoxy-2-methylbutadiene in a solvent such as anhydrous diethyl ether at a temperature of from about -30° C. to 0° C. under a nitrogen atmosphere. The reaction intermediate 2' is converted to 3' by hydrolysis. The reduction of 3' to provide the 4-(1-methyl-2-acetoxyethyl)-2-azetidinone (4'... Starting materials: CNCCC=O, O=C=Nc1nnc(C2CC2)s1, c1ccccc1. Yields the product CN(CCC=O)C(=O)Nc1nnc(C2CC2)s1. As a reaction SMILES: [CH3:12][NH:13][CH2:14][CH2:15][CH:16]=[O:17].[CH:1]1([c:4]2[n:5][n:6][c:7]([N:9]=[C:10]=[O:11])[s:8]2)[CH2:2][CH2:3]1.[cH:18]1[cH:19][cH:20][cH:21][cH:22][cH:23]1>>[CH:1]1([c:4]2[n:5][n:6][c:7]([NH:9][C:10](=[O:11])[N:13]([CH3:12])[CH2:14][CH2:15][CH:16]=[O:17])[s:8]2)[CH2:2][CH2:3]1.